Task: describe an organic reaction: reactants, conditions, products, and yield. Dataset: the Open Reaction Database (ORD), a public repository of structured organic reaction records Starting materials: CN, O=Cc1ccc(C(F)(F)F)cc1, [Mg+2], O=S(=O)([O-])[O-], c1ccccc1. The product is NC=Cc1ccc(C(F)(F)F)cc1. RXN SMILES: [CH3:1][NH2:2].[F:3][C:4]([c:5]1[cH:6][cH:7][c:8]([CH:9]=[O:10])[cH:11][cH:12]1)([F:13])[F:14].[Mg+2:15].[O-:16][S:17]([O-:18])(=[O:19])=[O:20].[cH:21]1[cH:22][cH:23][cH:24][cH:25][cH:26]1>>[CH:1]([NH2:2])=[CH:9][c:8]1[cH:7][cH:6][c:5]([C:4]([F:3])([F:13])[F:14])[cH:12][cH:11]1. Starting materials: C1CCNCC1, CC(C)(C)O, O=S(=O)(c1ccccc1)n1cc(Br)c2c(Cl)ncnc21. Product: O=S(=O)(c1ccccc1)n1cc(Br)c2c(N3CCCCC3)ncnc21. As a reaction SMILES: [CH2:21]1[CH2:22][CH2:23][NH:24][CH2:25][CH2:26]1.[CH3:27][C:28]([OH:29])([CH3:30])[CH3:31].[c:1]1([S:7](=[O:8])(=[O:9])[n:10]2[cH:11][c:12]([Br:20])[c:13]3[c:14]2[n:15][cH:16][n:17][c:18]3[Cl:19])[cH:2][cH:3][cH:4][cH:5][cH:6]1>>[c:1]1([S:7](=[O:8])(=[O:9])[n:10]2[cH:11][c:12]([Br:20])[c:13]3[c:14]2[n:15][cH:16][n:17][c:18]3[N:24]2[CH2:23][CH2:22][CH2:21][CH2:26][CH2:25]2)[cH:2][cH:3][cH:4][cH:5][cH:6]1. The reactants are C(C(=C)C)(=O)Cl (methacrylic acid chloride), Cl.N[C@@H](CC(N)=O)C(=O)N (asparagineamide hydrochloride), C(C)OCC (diethyl ether), C([O-])([O-])=O.[K+].[K+] (potassium carbonate), C(C)OCC (Diethyl ether). Run in CO (methanol), O (water). Conditions: time 12 hour. The product is C(C(=C)C)(=O)NC([C@@H](N)CC(N)=O)=O (N-methacryloylasparagineamide). Reaction SMILES: [C:1](Cl)(=[O:5])[C:2]([CH3:4])=[CH2:3].Cl.[NH2:8][C@H:9]([C:14]([NH2:16])=[O:15])[CH2:10][C:11](=[O:13])[NH2:12].C(OCC)C.C(=O)([O-])[O-].[K+].[K+]>CO.O>[C:1]([NH:16][C:14](=[O:15])[C@H:9]([CH2:10][C:11](=[O:13])[NH2:12])[NH2:8])(=[O:5])[C:2]([CH3:4])=[CH2:3] |f:1.2,4.5.6|. Reported procedure: A 11.3 ml portion of methacrylic acid chloride, 1 g of asparagineamide hydrochloride (mfd. by Kokusan Kagaku) and 50 ml of diethyl ether were put into a 300 ml capacity eggplant type flask and stirred on an ice bath. Next, 20 ml of saturated potassium carbonate aqueous solution was added dropwise thereto. Thereafter, this was stirred on an ice bath for 30 minutes and then at room temperature for 12 hours. Diethyl ether layer in the thus obtained reaction liquid was discarded, and the water layer... Starting materials: CCNC1CNCC1SC, O=C(O)c1cn(C2CC2)c2c(Cl)c(F)c(F)cc2c1=O. Yields the product CCNC1CN(c2c(F)cc3c(=O)c(C(=O)O)cn(C4CC4)c3c2Cl)CC1SC. As a reaction SMILES: [CH2:1]([CH3:2])[NH:3][CH:4]1[CH2:5][NH:6][CH2:7][CH:8]1[S:9][CH3:10].[Cl:11][c:12]1[c:13]([F:30])[c:14]([F:29])[cH:15][c:16]2[c:17](=[O:28])[c:18]([C:25](=[O:26])[OH:27])[cH:19][n:20]([CH:22]3[CH2:23][CH2:24]3)[c:21]12>>[CH2:1]([CH3:2])[NH:3][CH:4]1[CH2:5][N:6]([c:13]2[c:12]([Cl:11])[c:21]3[c:16]([cH:15][c:14]2[F:29])[c:17](=[O:28])[c:18]([C:25](=[O:26])[OH:27])[cH:19][n:20]3[CH:22]2[CH2:23][CH2:24]2)[CH2:7][CH:8]1[S:9][CH3:10]. Reactants: C(C(=O)C)(=O)O (pyruvic acid), C(C(=O)C)(=O)[O-].[Na+] (sodium pyruvate), ( 1 ), C(C1=CC=CC=C1)=O (benzaldehyde). The product is C(C1=CC=CC=C1)=CC(C(=O)O)=O (benzalpyruvic acid). Reported procedure: Furthermore, the pyruvic acid compound (I) can also be produced, for example, in accordance with: (1) the process in which benzaldehyde and sodium pyruvate are condensed together to give benzalpyruvic acid, and the benzalpyruvic acid is then reacted with ethyl chloroformate to give ethyl benzalpyruvate, and the ethyl benzalpyruvate is then reduced [EP387058]; or (2) the process in which phenetyl bromide is reacted with carbon monoxide in the presence of a cobalt carbonyl catalyst [J. Mol. Cat., ... As a reaction SMILES: [C:1]([OH:6])(=[O:5])[C:2]([CH3:4])=[O:3].[CH:7](=O)[C:8]1[CH:13]=[CH:12][CH:11]=[CH:10][CH:9]=1.C([O-])(=O)C(C)=O.[Na+]>>[CH:7](=[CH:4][C:2](=[O:3])[C:1]([OH:6])=[O:5])[C:8]1[CH:13]=[CH:12][CH:11]=[CH:10][CH:9]=1 |f:2.3|. Yields the product CCOC(=O)CCN(C(=O)c1ccc2sc(CBr)nc2c1)c1ccccc1. Reaction SMILES: [B:29]([Br:30])([Br:31])[Br:32].[Cl:33][CH2:34][Cl:35].[c:1]1([N:7]([C:8](=[O:9])[c:10]2[cH:11][cH:12][c:13]3[c:14]([n:15][c:16]([CH2:18][O:19][CH3:20])[s:17]3)[cH:21]2)[CH2:22][CH2:23][C:24](=[O:25])[O:26][CH2:27][CH3:28])[cH:2][cH:3][cH:4][cH:5][cH:6]1>>[c:1]1([N:7]([C:8](=[O:9])[c:10]2[cH:11][cH:12][c:13]3[c:14]([n:15][c:16]([CH2:18][Br:30])[s:17]3)[cH:21]2)[CH2:22][CH2:23][C:24](=[O:25])[O:26][CH2:27][CH3:28])[cH:2][cH:3][cH:4][cH:5][cH:6]1. Starting materials: BrB(Br)Br, ClCCl, CCOC(=O)CCN(C(=O)c1ccc2sc(COC)nc2c1)c1ccccc1. Yields the product O=c1on(-c2c([N+](=O)[O-])cccc2[N+](=O)[O-])c(=O)n1CCl. Reactants: Cc1ccccc1, ClC(Cl)Cl, O=c1on(-c2c([N+](=O)[O-])cccc2[N+](=O)[O-])c(=O)n1CO, O=S(Cl)Cl. Reaction SMILES: [CH3:30][c:31]1[cH:32][cH:33][cH:34][cH:35][cH:36]1.[CH:26]([Cl:27])([Cl:28])[Cl:29].[N+:1](=[O:2])([O-:3])[c:4]1[c:5](-[n:13]2[o:14][c:15](=[O:21])[n:16]([CH2:19][OH:20])[c:17]2=[O:18])[c:6]([N+:10](=[O:11])[O-:12])[cH:7][cH:8][cH:9]1.[S:22]([Cl:23])([Cl:24])=[O:25]>>[N+:1](=[O:2])([O-:3])[c:4]1[c:5](-[n:13]2[o:14][c:15](=[O:21])[n:16]([CH2:19][Cl:24])[c:17]2=[O:18])[c:6]([N+:10](=[O:11])[O-:12])[cH:7][cH:8][cH:9]1.